Dataset: the Open Reaction Database (ORD), a public repository of structured organic reaction records. Task: describe an organic reaction: reactants, conditions, products, and yield Starting materials: C(#N)C1=CC(=CC=C1)C#N (1,3-dicyanobenzene), C[O-].[Na+] (sodium methylate), [Cl-].[NH4+] (ammonium chloride). Run in CO (methanol). Product: Cl.C(#N)C=1C=C(C(=N)N)C=CC1 (3-cyano-benzamidine hydrochloride). Reaction SMILES: [C:1]([C:3]1[CH:8]=[CH:7][CH:6]=[C:5]([C:9]#[N:10])[CH:4]=1)#[N:2].C[O-].[Na+].[Cl-:14].[NH4+:15]>CO>[ClH:14].[C:1]([C:3]1[CH:4]=[C:5]([CH:6]=[CH:7][CH:8]=1)[C:9]([NH2:15])=[NH:10])#[N:2] |f:1.2,3.4,6.7|. Procedure: In analogy to Example 1 b), from 1,3-dicyanobenzene and sodium methylate in methanol followed by ammonium chloride there is obtained 3-cyano-benzamidine hydrochloride and therefrom with diethyl (2-methoxy-phenoxy)malonate there is obtained rac.-3-[5-(2-methoxy-phenoxy)-4,6-dioxo-1,4,5,6-tetrahydro-pyrimidin-2-yl]-benzonitrile as a white product. From this compound with PCl5 and POCl3 there is obtained 3-[4,6-dichloro-5-(2-methoxy-phenoxy)-pyrimidin-2-yl]-benzonitrile with a melting point of 155-...